This data is from the Open Reaction Database (ORD), a public repository of structured organic reaction records. The task is: describe an organic reaction: reactants, conditions, products, and yield Starting materials: C(CC)C=1C(=NC2=CC=CC=C2C1O)C(=O)OCC (ethyl 3-n-propyl-4-hydroxyquinoline-2-carboxylate), C([O-])([O-])=O.[K+].[K+] (potassium carbonate), C(C1=CC=CC=C1)Br (benzyl bromide). Run in CC(=O)C (acetone). Product: C(CC)C=1C(=NC2=CC=CC=C2C1OCC1=CC=CC=C1)C(=O)OCC (ethyl 3-n-propyl-4-benzyloxyquinoline-2-carboxylate). As a reaction SMILES: [CH2:1]([C:4]1[C:5]([C:15]([O:17][CH2:18][CH3:19])=[O:16])=[N:6][C:7]2[C:12]([C:13]=1[OH:14])=[CH:11][CH:10]=[CH:9][CH:8]=2)[CH2:2][CH3:3].C(=O)([O-])[O-].[K+].[K+].[CH2:26](Br)[C:27]1[CH:32]=[CH:31][CH:30]=[CH:29][CH:28]=1>CC(C)=O>[CH2:1]([C:4]1[C:5]([C:15]([O:17][CH2:18][CH3:19])=[O:16])=[N:6][C:7]2[C:12]([C:13]=1[O:14][CH2:26][C:27]1[CH:32]=[CH:31][CH:30]=[CH:29][CH:28]=1)=[CH:11][CH:10]=[CH:9][CH:8]=2)[CH2:2][CH3:3] |f:1.2.3|. Reported procedure: A well-stirred mixture of 5 parts of ethyl 3-n-propyl-4-hydroxyquinoline-2-carboxylate, 3 parts of anhydrous potassium carbonate and 3.3 parts of benzyl bromide in anhydrous acetone was boiled under reflux for 16 hours, filtered to remove inorganic salts, and evaporated to remove solvent. A solution of the residual oil in 75 parts of ether, after being washed with N.sodium hydroxide (2 portions each comprising 25 parts) and then water (4 portions each of 40 parts) was dried over magnesium sulpha... Starting materials: O=Cc1ccc(F)cc1Br, O=C([O-])[O-], C1CCNCC1, CN(C)C=O, CCOC(C)=O, CCCCCC, [K+], [K+]. The product is O=Cc1ccc(N2CCCCC2)cc1Br. Reaction SMILES: [Br:1][c:2]1[c:3]([CH:4]=[O:5])[cH:6][cH:7][c:8]([F:10])[cH:9]1.[C:11](=[O:12])([O-:13])[O-:14].[CH2:17]1[CH2:18][CH2:19][NH:20][CH2:21][CH2:22]1.[CH3:23][N:24]([CH3:25])[CH:26]=[O:27].[CH3:28][CH2:29][O:30][C:31](=[O:32])[CH3:33].[CH3:34][CH2:35][CH2:36][CH2:37][CH2:38][CH3:39].[K+:15].[K+:16]>>[Br:1][c:2]1[c:3]([CH:4]=[O:5])[cH:6][cH:7][c:8]([N:20]2[CH2:19][CH2:18][CH2:17][CH2:22][CH2:21]2)[cH:9]1. Reactants: COc1cc2c(cc1OC)CC(=O)N(CCCN(C)CCCCl)CC2, C[O-], CO, [K+], CC(=O)Nc1ccc(S)cc1. Product: COc1cc2c(cc1OC)CC(=O)N(CCCN(C)CCCSc1ccc(NC(C)=O)cc1)CC2. RXN SMILES: [CH3:1][O:2][c:3]1[cH:4][c:5]2[c:6]([cH:22][c:23]1[O:24][CH3:25])[CH2:7][C:8](=[O:21])[N:9]([CH2:12][CH2:13][CH2:14][N:15]([CH2:16][CH2:17][CH2:18][Cl:19])[CH3:20])[CH2:10][CH2:11]2.[CH3:37][O-:38].[CH3:40][OH:41].[K+:39].[NH:26]([C:27](=[O:28])[CH3:29])[c:30]1[cH:31][cH:32][c:33]([SH:36])[cH:34][cH:35]1>>[CH3:1][O:2][c:3]1[cH:4][c:5]2[c:6]([cH:22][c:23]1[O:24][CH3:25])[CH2:7][C:8](=[O:21])[N:9]([CH2:12][CH2:13][CH2:14][N:15]([CH2:16][CH2:17][CH2:18][S:36][c:33]1[cH:32][cH:31][c:30]([NH:26][C:27](=[O:28])[CH3:29])[cH:35][cH:34]1)[CH3:20])[CH2:10][CH2:11]2. Starting materials: Fc1cc(Br)ccc1CBr, O=C([O-])[O-], CN(C)C=O, Clc1ccccc1, O=C1Nc2c(cccc2C(F)(F)F)C1=O, [K+], [K+], O. Product: O=C1C(=O)N(Cc2ccc(Br)cc2F)c2c1cccc2C(F)(F)F. RXN SMILES: [Br:22][c:23]1[cH:24][c:25]([F:31])[c:26]([CH2:27][Br:28])[cH:29][cH:30]1.[C:1](=[O:2])([O-:3])[O-:4].[CH3:33][N:34]([CH3:35])[CH:36]=[O:37].[Cl:38][c:39]1[cH:40][cH:41][cH:42][cH:43][cH:44]1.[F:7][C:8]([c:9]1[cH:10][cH:11][cH:12][c:13]2[c:17]1[NH:16][C:15](=[O:18])[C:14]2=[O:19])([F:20])[F:21].[K+:5].[K+:6].[OH2:32]>>[F:7][C:8]([c:9]1[cH:10][cH:11][cH:12][c:13]2[c:17]1[N:16]([CH2:27][c:26]1[c:25]([F:31])[cH:24][c:23]([Br:22])[cH:30][cH:29]1)[C:15](=[O:18])[C:14]2=[O:19])([F:20])[F:21]. The reactants are Cl.COC([C@@H](NC([C@H](NC)CC1=CC=CC=C1)=O)CC1=CNC2=CC=CC=C12)=O (N-methyl-(D)-phenylalanyl-(L)-tryptophan methyl ester hydrochloride), OC1=C(C(=O)O)C=C(C=C1)O (2,5-dihydroxybenzoic acid), methyl ester. Product: OC1=C(C(=O)N([C@H](CC2=CC=CC=C2)C(=O)N[C@@H](CC2=CNC3=CC=CC=C23)C(=O)O)C)C=C(C=C1)O (N-(2,5-dihydroxybenzoyl)-N-methyl-(D)-phenylalanyl-(L)-tryptophan). RXN SMILES: Cl.C[O:3][C:4](=[O:29])[C@H:5]([CH2:19][C:20]1[C:28]2[C:23](=[CH:24][CH:25]=[CH:26][CH:27]=2)[NH:22][CH:21]=1)[NH:6][C:7](=[O:18])[C@@H:8]([CH2:11][C:12]1[CH:17]=[CH:16][CH:15]=[CH:14][CH:13]=1)[NH:9][CH3:10].[OH:30][C:31]1[CH:39]=[CH:38][C:37]([OH:40])=[CH:36][C:32]=1[C:33](O)=[O:34]>>[OH:30][C:31]1[CH:39]=[CH:38][C:37]([OH:40])=[CH:36][C:32]=1[C:33]([N:9]([CH3:10])[C@@H:8]([C:7]([NH:6][C@H:5]([C:4]([OH:3])=[O:29])[CH2:19][C:20]1[C:28]2[C:23](=[CH:24][CH:25]=[CH:26][CH:27]=2)[NH:22][CH:21]=1)=[O:18])[CH2:11][C:12]1[CH:13]=[CH:14][CH:15]=[CH:16][CH:17]=1)=[O:34] |f:0.1|. Procedure details: Coupling of N-methyl-(D)-phenylalanyl-(L)-tryptophan methyl ester hydrochloride (see example 1) with 2,5-dihydroxybenzoic acid according to example 12 followed by hydrolysis of the methyl ester moiety according to example 1 gives N-(2,5-dihydroxybenzoyl)-N-methyl-(D)-phenylalanyl-(L)-tryptophan; FAB-MS m/e 502 (M+H)+. Reactants: C(C)OC(=O)C1=CC2=C(N(C(=N2)C=2C=C3C=CC(=NC3=CC2)C2=C(C=CC(=C2)C(=O)N2CCCC2)I)C2CCCCC2)C=C1 (1-Cyclohexyl-2-{2-[iodo-5-(pyrrolidine-1-carbonyl)phenyl]quinolin-6-yl}-1H-benzimidazole-5-carboxylic acid ethyl ester), FC1=CC=C(C=C1)B(O)O (4-fluorophenyl-boronic acid), C(=O)(O)[O-].[Na+] (NaHCO3). Reagents/catalysts: C=1C=CC(=CC1)[P](C=2C=CC=CC2)(C=3C=CC=CC3)[Pd]([P](C=4C=CC=CC4)(C=5C=CC=CC5)C=6C=CC=CC6)([P](C=7C=CC=CC7)(C=8C=CC=CC8)C=9C=CC=CC9)[P](C=1C=CC=CC1)(C=1C=CC=CC1)C=1C=CC=CC1 (Pd(PPh3)4). Conditions: temperature 90 celsius. The product is C(C)OC(=O)C1=CC2=C(N(C(=N2)C=2C=C3C=CC(=NC3=CC2)C2=CC(=CC=C2C2=CC=C(C=C2)F)C(=O)N2CCCC2)C2CCCCC2)C=C1 (1-Cyclohexyl-2-{2-[4′-fluoro-4-(pyrrolidine-1-carbonyl)biphen-2-yl]quinolin-6-yl}-1H-benzimidazole-5-carboxylic acid Ethyl Ester). As a reaction SMILES: [CH2:1]([O:3][C:4]([C:6]1[CH:44]=[CH:43][C:9]2[N:10]([CH:37]3[CH2:42][CH2:41][CH2:40][CH2:39][CH2:38]3)[C:11]([C:13]3[CH:14]=[C:15]4[C:20](=[CH:21][CH:22]=3)[N:19]=[C:18]([C:23]3[CH:28]=[C:27]([C:29]([N:31]5[CH2:35][CH2:34][CH2:33][CH2:32]5)=[O:30])[CH:26]=[CH:25][C:24]=3I)[CH:17]=[CH:16]4)=[N:12][C:8]=2[CH:7]=1)=[O:5])[CH3:2].[F:45][C:46]1[CH:51]=[CH:50][C:49](B(O)O)=[CH:48][CH:47]=1.C([O-])(O)=O.[Na+]>C1C=CC([P]([Pd]([P](C2C=CC=CC=2)(C2C=CC=CC=2)C2C=CC=CC=2)([P](C2C=CC=CC=2)(C2C=CC=CC=2)C2C=CC=CC=2)[P](C2C=CC=CC=2)(C2C=CC=CC=2)C2C=CC=CC=2)(C2C=CC=CC=2)C2C=CC=CC=2)=CC=1>[CH2:1]([O:3][C:4]([C:6]1[CH:44]=[CH:43][C:9]2[N:10]([CH:37]3[CH2:42][CH2:41][CH2:40][CH2:39][CH2:38]3)[C:11]([C:13]3[CH:14]=[C:15]4[C:20](=[CH:21][CH:22]=3)[N:19]=[C:18]([C:23]3[C:24]([C:49]5[CH:50]=[CH:51][C:46]([F:45])=[CH:47][CH:48]=5)=[CH:25][CH:26]=[C:27]([C:29]([N:31]5[CH2:35][CH2:34][CH2:33][CH2:32]5)=[O:30])[CH:28]=3)[CH:17]=[CH:16]4)=[N:12][C:8]=2[CH:7]=1)=[O:5])[CH3:2] |f:2.3,^1:63,65,84,103|. Procedure details: A mixture of 200 mg (0.29 mmol) Compound 419d 62 mg (0.44 mmol) 4-fluorophenyl-boronic acid, 32 mg (0.029 mmol) Pd(PPh3)4 and 2 mL sat. NaHCO3 in 16 mL degassed MeOH was heated at 90° C. under Ar overnight. The mixture was evaporated to dryness, the residue was taken up in CH2Cl2 and purified on silica gel using CH2Cl21MeOH as eluent to yield 197 mg orange solid. Reaction SMILES: CON(C)[C:4]([C:6]1[N:7]=[CH:8][N:9]([C:11]2[CH:16]=[CH:15][CH:14]=[C:13]([C:17]3[C:18]([Cl:23])=[N:19][CH:20]=[CH:21][CH:22]=3)[CH:12]=2)[CH:10]=1)=[O:5].Br[C:26]1[CH:31]=[CH:30][CH:29]=[CH:28][N:27]=1>>[Cl:23][C:18]1[C:17]([C:13]2[CH:12]=[C:11]([N:9]3[CH:10]=[C:6]([C:4]([C:26]4[CH:31]=[CH:30][CH:29]=[CH:28][N:27]=4)=[O:5])[N:7]=[CH:8]3)[CH:16]=[CH:15][CH:14]=2)=[CH:22][CH:21]=[CH:20][N:19]=1. Yields the product ClC1=NC=CC=C1C=1C=C(C=CC1)N1C=NC(=C1)C(=O)C1=NC=CC=C1 ({1-[3-(2-Chloro-pyridin-3-yl)-phenyl]-1H-imidazol-4-yl}-pyridin-2-yl-methanone). Reported procedure: This compound is prepared by method C using compound 12l and 2-bromopyridine Reactants: CON(C(=O)C=1N=CN(C1)C1=CC(=CC=C1)C=1C(=NC=CC1)Cl)C (1-[3-(2-Chloro-pyridin-3-yl)-phenyl]-1H-imidazole-4-carboxylic acid methoxy-methyl-amide), BrC1=NC=CC=C1 (2-bromopyridine). Starting materials: C(CCCCCCCCCCCCCCCCCCCCCCCCCCC)(=O)O (montanic acid), [Sn] (tin), OCC(O)CO (glycerol). The product is C(CCCCCCCCCCCCCCCCCCCCCCCCCCC)(=O)OCC(O)CO (Glycerol monomontanate). RXN SMILES: [C:1]([OH:30])(=[O:29])[CH2:2][CH2:3][CH2:4][CH2:5][CH2:6][CH2:7][CH2:8][CH2:9][CH2:10][CH2:11][CH2:12][CH2:13][CH2:14][CH2:15][CH2:16][CH2:17][CH2:18][CH2:19][CH2:20][CH2:21][CH2:22][CH2:23][CH2:24][CH2:25][CH2:26][CH2:27][CH3:28].[Sn].[OH:32][CH2:33][CH:34]([CH2:36]O)[OH:35]>>[C:1]([O:30][CH2:36][CH:34]([CH2:33][OH:32])[OH:35])(=[O:29])[CH2:2][CH2:3][CH2:4][CH2:5][CH2:6][CH2:7][CH2:8][CH2:9][CH2:10][CH2:11][CH2:12][CH2:13][CH2:14][CH2:15][CH2:16][CH2:17][CH2:18][CH2:19][CH2:20][CH2:21][CH2:22][CH2:23][CH2:24][CH2:25][CH2:26][CH2:27][CH3:28] |^3:30|. Reported procedure: 400 g montanic acid (Hoechst-Wachs S), 97 g glycerol (5% excess) and 0.5 g tin powder were reacted as in Example 1. A yellow, brown-tinged hard wax having a dropping point of 84.2° C. was obtained. The reactants are ClC=1C=C(C=CC1C(F)(F)F)C1=CC2=C(NC(=N2)NC(=O)C=2N=C3N(N=C(C=C3)Cl)C2)C=C1 (6-chloro-imidazo[1,2-b]pyridazine-2-carboxylic acid [5-(3-chloro-4-trifluoromethyl-phenyl)-1H-benzoimidazol-2-yl]-amide), O1C(CCCC1)O[C@H](CO)C ((S)-2-(tetrahydro-pyran-2-yloxy)-propan-1-ol). The product is ClC=1C=C(C=CC1C(F)(F)F)C1=CC2=C(NC(=N2)NC(=O)C=2N=C3N(N=C(C=C3)OC[C@H](C)O)C2)C=C1 (6-((S)-2-Hydroxy-propoxy)-imidazo[1,2-b]pyridazine-2-carboxylic acid [5-(3-chloro-4-trifluoromethyl-phenyl)-1H-benzoimidazol-2-yl]-amide). Reaction SMILES: [Cl:1][C:2]1[CH:3]=[C:4]([C:12]2[CH:33]=[CH:32][C:15]3[NH:16][C:17]([NH:19][C:20]([C:22]4[N:23]=[C:24]5[CH:29]=[CH:28][C:27](Cl)=[N:26][N:25]5[CH:31]=4)=[O:21])=[N:18][C:14]=3[CH:13]=2)[CH:5]=[CH:6][C:7]=1[C:8]([F:11])([F:10])[F:9].O1CCCCC1[O:40][C@@H:41]([CH3:44])[CH2:42][OH:43]>>[Cl:1][C:2]1[CH:3]=[C:4]([C:12]2[CH:33]=[CH:32][C:15]3[NH:16][C:17]([NH:19][C:20]([C:22]4[N:23]=[C:24]5[CH:29]=[CH:28][C:27]([O:43][CH2:42][C@@H:41]([OH:40])[CH3:44])=[N:26][N:25]5[CH:31]=4)=[O:21])=[N:18][C:14]=3[CH:13]=2)[CH:5]=[CH:6][C:7]=1[C:8]([F:9])([F:11])[F:10]. Procedure: 6-((S)-2-Hydroxy-propoxy)-imidazo[1,2-b]pyridazine-2-carboxylic acid [5-(3-chloro-4-trifluoromethyl-phenyl)-1H-benzoimidazol-2-yl]-amide (38 mg) was prepared from 6-chloro-imidazo[1,2-b]pyridazine-2-carboxylic acid [5-(3-chloro-4-trifluoromethyl-phenyl)-1H-benzoimidazol-2-yl]-amide (80 mg) and (S)-2-(tetrahydro-pyran-2-yloxy)-propan-1-ol (100 μL) as described above in Example 122. LCMS (m/z): 532. 1H NMR (400 MHz, DMSO-d6): δ 12.5 and 11.5 (1H, brs) 8.85 (1H, s) 8.14 (1H, d) 8.02 (1H, brs) 7.85-...